Dataset: the Open Reaction Database (ORD), a public repository of structured organic reaction records. Task: describe an organic reaction: reactants, conditions, products, and yield Reactants: ClC(C(Br)(F)F)(Br)F (1-chloro-1,2-dibromotrifluoroethane), ClC(C(Cl)(F)F)(Cl)F (1,1,2-trichlorotrifiuoroethane), C(=C)(Cl)Cl (vinylidene chloride), S(=O)(=O)([O-])OOS(=O)(=O)[O-].C(=O)[O-].[Na+] (persulfate sodium formate). The solvent is CN(C)C=O (DMF). The product is BrC(C(CC(=O)O)(F)Cl)(F)F (4-bromo-3-chloro-3,4,4-trifiuorobutanoic acid), ClC(CC(=O)O)(C(F)(F)Cl)F (3,4- dichloro-3,4,4-trifluorobutanoic acid). Reaction SMILES: [Cl:1][C:2]([F:8])(Br)[C:3]([F:6])([F:5])[Br:4].[Cl:9][C:10]([F:16])(Cl)[C:11]([F:14])([F:13])[Cl:12].[C:17](Cl)(Cl)=C.S(OOS([O-])(=O)=O)([O-])(=O)=O.[CH:31]([O-:33])=[O:32].[Na+]>CN(C=O)C>[Br:4][C:3]([F:6])([F:5])[C:2]([Cl:1])([F:8])[CH2:10][C:31]([OH:33])=[O:32].[Cl:9][C:10]([F:16])([C:11]([Cl:12])([F:14])[F:13])[CH2:17][C:31]([OH:33])=[O:32] |f:3.4.5|. Procedure: A one pot reaction of 1-chloro-1,2-dibromotrifluoroethane (VI) or 1,1,2-trichlorotrifiuoroethane (X) with vinylidene chloride in the presence of ammoninm persulfate/sodium formate/air in DMF to give 4-bromo-3-chloro-3,4,4-trifiuorobutanoic acid (VIII) or 3,4- dichloro-3,4,4-trifluorobutanoic acid (XI). Starting materials: C(CC(=O)OC)(=O)OC (dimethyl malonate), [H-].[Na+] (sodium hydride), [H-].[Na+] (sodium hydride), BrCC1=C(C(=CC=C1)[N+](=O)[O-])CBr (1,2-bis(bromomethyl)3-nitrobenzene), [Na] (sodium). Run in CCOCC (ether), CO (methanol). Conditions: time 5 minute. The product is COC(=O)C1(CC2=CC=CC(=C2C1)[N+](=O)[O-])C(=O)OC (Dimethyl-4-nitroindane-2,2-dicarboxylate). Yield: 70.2%. Reaction SMILES: [H-].[Na+].[Na].[C:4]([O:11][CH3:12])(=[O:10])[CH2:5][C:6]([O:8][CH3:9])=[O:7].Br[CH2:14][C:15]1[CH:20]=[CH:19][CH:18]=[C:17]([N+:21]([O-:23])=[O:22])[C:16]=1[CH2:24]Br>CCOCC.CO>[CH3:9][O:8][C:6]([C:5]1([C:4]([O:11][CH3:12])=[O:10])[CH2:24][C:16]2[C:15](=[CH:20][CH:19]=[CH:18][C:17]=2[N+:21]([O-:23])=[O:22])[CH2:14]1)=[O:7] |f:0.1,^1:2|. Procedure: To a solution stirred under nitrogen at room temperature of 5.0 mL methanol in 15.0 mL ether was added 0.84 g 60% sodium hydride (0.021 mol) in small portions (sodium hydride was used because metallic sodium was not available). After the addition was complete, the nearly clear and colorless solution was stirred for 5 minutes. To it was then added 1.3 g dimethyl malonate, giving a slightly cloudy colorless solution. To this was rapidly added a suspension of 3.1 g 1,2-bis(bromomethyl)3-nitrobenzen... The reactants are C(C1=CC=CC=C1)OC(=O)NC12CCC(CC1)(CC2)C(=O)O (4-Benzyloxycarbonylaminobicyclo[2.2.2]octane-1-carboxylic acid), C([O-])(O)=O.[Na+] (sodium bicarbonate), C(C)I (ethyl iodide), C([O-])(O)=O.[Na+] (sodium bicarbonate), C(C)I (ethyl iodide). Solvent: CN(C=O)C (N,N-dimethylformamide). Conditions: temperature 55 celsius, time 5 hour. Yields the product C(C1=CC=CC=C1)OC(=O)NC12CCC(CC1)(CC2)C(=O)OCC (ethyl 4-benzyloxycarbonylamino-bicyclo[2.2.2]octane-1-carboxylate). RXN SMILES: [CH2:1]([O:8][C:9]([NH:11][C:12]12[CH2:19][CH2:18][C:15]([C:20]([OH:22])=[O:21])([CH2:16][CH2:17]1)[CH2:14][CH2:13]2)=[O:10])[C:2]1[CH:7]=[CH:6][CH:5]=[CH:4][CH:3]=1.C(=O)(O)[O-].[Na+].[CH2:28](I)[CH3:29]>CN(C)C=O>[CH2:1]([O:8][C:9]([NH:11][C:12]12[CH2:19][CH2:18][C:15]([C:20]([O:22][CH2:28][CH3:29])=[O:21])([CH2:16][CH2:17]1)[CH2:14][CH2:13]2)=[O:10])[C:2]1[CH:3]=[CH:4][CH:5]=[CH:6][CH:7]=1 |f:1.2|. Procedure: 4-Benzyloxycarbonylaminobicyclo[2.2.2]octane-1-carboxylic acid (56.0 g) was dissolved in N,N-dimethylformamide (1000 mL). To this solution, sodium bicarbonate (46.6 g) and then ethyl iodide (22.2 mL) were added and the mixture was stirred at 50 to 60° C. for 5 hours. Subsequently, additional sodium bicarbonate (46.6 g) and ethyl iodide (22.2 mL) were added and the mixture was stirred for additional 3 hours. The insoluble materials in the mixture were filtered and the filtrate was concentrated un... The reactants are [OH-].[K+] (potassium hydroxide), Cl (hydrochloric acid), C(C1=CC=CC=C1)Br (Benzylbromide), C(C)(C)(C)C1=C(C(=CC=C1)C(C)(C)C)O (2,6-di-t-butylphenol), C(=S)=S (carbon disulfide). The solvent is CS(=O)C (dimethylsulfoxide), ice water. Reaction conditions: temperature 10 celsius, time 1 hour. The product is C(C)(C)(C)C=1C=C(C(=S)OCC2=CC=CC=C2)C=C(C1O)C(C)(C)C (benzyl 3,5-di-t-butyl-4-hydroxythiobenzoate). As a reaction SMILES: [C:1]([C:5]1[CH:10]=[CH:9][CH:8]=[C:7]([C:11]([CH3:14])([CH3:13])[CH3:12])[C:6]=1[OH:15])([CH3:4])([CH3:3])[CH3:2].[OH-:16].[K+].[C:18](=[S:20])=S.Cl.[CH2:22](Br)[C:23]1[CH:28]=[CH:27][CH:26]=[CH:25][CH:24]=1>CS(C)=O>[C:11]([C:7]1[CH:8]=[C:9]([CH:10]=[C:5]([C:1]([CH3:4])([CH3:3])[CH3:2])[C:6]=1[OH:15])[C:18]([O:16][CH2:22][C:23]1[CH:28]=[CH:27][CH:26]=[CH:25][CH:24]=1)=[S:20])([CH3:14])([CH3:13])[CH3:12] |f:1.2|. Procedure: A flask was charged with 0.3 mol of 2,6-di-t-butylphenol and 150 ml of dimethylsulfoxide. To the flask, maintained at 10° C., was added dropwise an aqeuous solution of 0.6 mol potassium hydroxide, followed by 0.3 mol carbon disulfide. The resulting reaction mixture was stirred at 10° C. for 1 hour and then allowed to warm to about 25° C. Concentrated hydrochloric acid (0.3 mol) was then addead slowly to the reaction mixture, maintained at 0° C. Benzylbromide (0.3 mol) was then added and the reac...